From a dataset of the Open Reaction Database (ORD), a public repository of structured organic reaction records. describe an organic reaction: reactants, conditions, products, and yield Reactants: FC1=NC(=CC=C1)F (2,6-difluoropyridine), O (Water), CNC (dimethylamine), solution. Solvent: C1CCOC1 (THF). Run at temperature 150 celsius. Product: FC1=CC=CC(=N1)N(C)C (6-fluoro-N,N-dimethylpyridin-2-amine). As a reaction SMILES: [F:1][C:2]1[CH:7]=[CH:6][CH:5]=[C:4](F)[N:3]=1.[CH3:9][NH:10][CH3:11].O>C1COCC1>[F:1][C:2]1[N:3]=[C:4]([N:10]([CH3:11])[CH3:9])[CH:5]=[CH:6][CH:7]=1. Procedure: In a microwave tube was placed 2,6-difluoropyridine (0.500 mL, 5.47 mmol), dimethylamine, (2.0 M solution in THF, 4.11 mL, 8.21 mmol). The mixture was heated at 150° C. for 20 min. Water was added and the mixture was extracted with ethyl acetate (3×). The combined organic layers were dried over anhydrous sodium sulfate, filtered and concentrated to give 536 mg of a crude yellow oil, which was purified by column chromatography (3/1 Hex/ethyl acetate) to give 500 mg of 6-fluoro-N,N-dimethylpyridin...